This data is from the Open Reaction Database (ORD), a public repository of structured organic reaction records. The task is: describe an organic reaction: reactants, conditions, products, and yield The reactants are COS(=O)(=O)OC (DMS), C(=O)([O-])[O-].[K+].[K+] (K2CO3), CC1=C(C(C(=O)O)=CC=C1)O (3-methyl-salicylic acid), C([O-])([O-])=O.[K+].[K+] (potassium carbonate), COS(=O)(=O)OC (dimethylsulfate). The solvent is CC(=O)C (acetone). Reaction conditions: time 8 hour. Product: COC1=C(C(=O)OC)C=CC=C1C (Methyl 2-methoxy-3-methylbenzoate). RXN SMILES: [CH3:1][C:2]1[CH:10]=[CH:9][CH:8]=[C:4]([C:5]([OH:7])=O)[C:3]=1[OH:11].[C:12](=O)([O-])[O-].[K+].[K+].COS([O:23][CH3:24])(=O)=O>CC(C)=O>[CH3:12][O:11][C:3]1[C:2]([CH3:1])=[CH:10][CH:9]=[CH:8][C:4]=1[C:5]([O:23][CH3:24])=[O:7] |f:1.2.3|. Procedure details: To a mixture of 3-methyl-salicylic acid (200 g, 1.32 mol), anhydrous potassium carbonate (500 gram, 3.6 mol) and dry acetone (3.5 L) in a 5 liter round bottle flask, dimethylsulfate (DMS, 210 mL, 2.2 mol) was added in several portions. After stirring at room temperature overnight, the mixture was heated at reflux, and the reaction was monitored by TLC. In order to complete the etherification, further additions of DMS and K2CO3 may be necessary. When TLC indicated the completion of the reaction, ...